From a dataset of the Open Reaction Database (ORD), a public repository of structured organic reaction records. describe an organic reaction: reactants, conditions, products, and yield Starting materials: ClC1=NC=C(C(=N1)NC1=CC(=C(C=C1)OC)Cl)F (2-chloro-N4-(3-chloro-4-methoxyphenyl)-5-fluoro-4-pyrimidineamine), OC=1C=C(N)C=CC1 (3-hydroxyaniline). Yields the product ClC=1C=C(C=CC1OC)NC1=NC(=NC=C1F)NC1=CC(=CC=C1)O (N4-(3-chloro-4-methoxyphenyl)-5-fluoro-N2-(3-hydroxyphenyl)-2,4-pyrimidinediamine). RXN SMILES: Cl[C:2]1[N:7]=[C:6]([NH:8][C:9]2[CH:14]=[CH:13][C:12]([O:15][CH3:16])=[C:11]([Cl:17])[CH:10]=2)[C:5]([F:18])=[CH:4][N:3]=1.[OH:19][C:20]1[CH:21]=[C:22]([CH:24]=[CH:25][CH:26]=1)[NH2:23]>>[Cl:17][C:11]1[CH:10]=[C:9]([NH:8][C:6]2[C:5]([F:18])=[CH:4][N:3]=[C:2]([NH:23][C:22]3[CH:24]=[CH:25][CH:26]=[C:20]([OH:19])[CH:21]=3)[N:7]=2)[CH:14]=[CH:13][C:12]=1[O:15][CH3:16]. Procedure: In a like manner to the preparation of N4-(3,4-ethylenedioxyphenyl)-5-fluoro-N2-(3-hydroxyphenyl)-2,4-pyrimidinediamine, 2-chloro-N4-(3-chloro-4-methoxyphenyl)-5-fluoro-4-pyrimidineamine and 3-hydroxyaniline were reacted to produce N4-(3-chloro-4-methoxyphenyl)-5-fluoro-N2-(3-hydroxyphenyl)-2,4-pyrimidinediamine. 1H NMR (CD3OD): δ 7.91 (d, 1H, J=5.4 Hz), 7.71 (d, 1H, J=2.4 Hz), 7.58 (dd, 1H, J=3.0 and 9.0 Hz), 7.15 (t, 1H, J=8.4 Hz), 7.06 (d, 1H, J=8.7 Hz), 6.92 (td, 1H, J=1.8 and 9.9 Hz), 6.88 ... Reactants: CC(=O)O[BH-](OC(C)=O)OC(C)=O, CC(=O)O, O=C1CCN(c2cc(Cl)cc3cccnc23)CC1, ClCCl, CC(Cl)Cl, c1cc(N2CCNCC2)c2cc[nH]c2c1, [Na+]. Yields the product Clc1cc(N2CCC(N3CCN(c4cccc5[nH]ccc45)CC3)CC2)c2ncccc2c1. RXN SMILES: [C:34]([O:35][BH-:36]([O:37][C:38](=[O:39])[CH3:40])[O:41][C:42](=[O:43])[CH3:44])(=[O:45])[CH3:46].[CH3:48][C:49](=[O:50])[OH:51].[Cl:1][c:2]1[cH:3][c:4]2[cH:5][cH:6][cH:7][n:8][c:9]2[c:10]([N:12]2[CH2:13][CH2:14][C:15](=[O:18])[CH2:16][CH2:17]2)[cH:11]1.[Cl:52][CH2:53][Cl:54].[Cl:55][CH:56]([Cl:57])[CH3:58].[N:19]1([c:25]2[c:26]3[cH:27][cH:28][nH:29][c:30]3[cH:31][cH:32][cH:33]2)[CH2:20][CH2:21][NH:22][CH2:23][CH2:24]1.[Na+:47]>>[Cl:1][c:2]1[cH:3][c:4]2[cH:5][cH:6][cH:7][n:8][c:9]2[c:10]([N:12]2[CH2:13][CH2:14][CH:15]([N:22]3[CH2:21][CH2:20][N:19]([c:25]4[c:26]5[cH:27][cH:28][nH:29][c:30]5[cH:31][cH:32][cH:33]4)[CH2:24][CH2:23]3)[CH2:16][CH2:17]2)[cH:11]1. Reactants: BrC=1C(=CC(=C(C1)N[C@@H](C(=O)N)CC1=CC=C(C=C1)C1=CC=NC=C1)F)C#N ((R)-2-(5-bromo-4-cyano-2-fluorophenylamino)-3-(4-(pyridin-4-yl)phenyl)propanamide), Cl.NC1=CC(=NS1)C (5-amino-3-methylisothiazole hydrochloride), C(=O)([O-])[O-].[K+].[K+] (K2CO3), C=1C=CC(=CC1)P(C=2C=CC=CC2)C3=CC=C4C=CC=CC4=C3C5=C6C=CC=CC6=CC=C5P(C=7C=CC=CC7)C=8C=CC=CC8 (BINAP). Reagents/catalysts: CC(=O)[O-].CC(=O)[O-].[Pd+2] (Pd(OAc)2). Solvent: O1CCOCC1 (dioxane), O (water). Run at time 18 hour. Yields the product C(#N)C1=CC(=C(C=C1NC1=CC(=NS1)C)N[C@@H](C(=O)N)CC1=CC=C(C=C1)C1=CC=NC=C1)F ((R)-2-(4-cyano-2-fluoro-5-(3-methylisothiazol-5-ylamino)phenylamino)-3-(4-(pyridin-4-yl)phenyl)propanamide). Isolated yield 18.1%. RXN SMILES: Br[C:2]1[C:3]([C:27]#[N:28])=[CH:4][C:5]([F:26])=[C:6]([NH:8][C@H:9]([CH2:13][C:14]2[CH:19]=[CH:18][C:17]([C:20]3[CH:25]=[CH:24][N:23]=[CH:22][CH:21]=3)=[CH:16][CH:15]=2)[C:10]([NH2:12])=[O:11])[CH:7]=1.Cl.[NH2:30][C:31]1[S:35][N:34]=[C:33]([CH3:36])[CH:32]=1.C([O-])([O-])=O.[K+].[K+].C1C=CC(P(C2C(C3C(P(C4C=CC=CC=4)C4C=CC=CC=4)=CC=C4C=3C=CC=C4)=C3C(C=CC=C3)=CC=2)C2C=CC=CC=2)=CC=1>O1CCOCC1.O.CC([O-])=O.CC([O-])=O.[Pd+2]>[C:27]([C:3]1[C:2]([NH:30][C:31]2[S:35][N:34]=[C:33]([CH3:36])[CH:32]=2)=[CH:7][C:6]([NH:8][C@H:9]([CH2:13][C:14]2[CH:19]=[CH:18][C:17]([C:20]3[CH:25]=[CH:24][N:23]=[CH:22][CH:21]=3)=[CH:16][CH:15]=2)[C:10]([NH2:12])=[O:11])=[C:5]([F:26])[CH:4]=1)#[N:28] |f:1.2,3.4.5,9.10.11|. Reported procedure: A mixture of (R)-2-(5-bromo-4-cyano-2-fluorophenylamino)-3-(4-(pyridin-4-yl)phenyl)propanamide (62 mg, 0.14 mmol), 5-amino-3-methylisothiazole hydrochloride (35 mg, 0.23 mmol), K2CO3 (65 mg, 0.47 mmol), BINAP (25 mg, 0.040 mmol) and Pd(OAc)2 (15 mg, 0.066 mmol) in dioxane (2 mL) and water (0.1 mL) was degassed with argon, then was stirred at 120 C for 18 h. The mixture was purified by HPLC to give (R)-2-(4-cyano-2-fluoro-5-(3-methylisothiazol-5-ylamino)phenylamino)-3-(4-(pyridin-4-yl)phenyl)prop... Starting materials: C(#N)CC1(CCN(CC1)C(=O)OC(C)(C)C)C(=O)OC (1-tert-butyl 4-methyl 4-(cyanomethyl)piperidine-1,4-dicarboxylate), [H][H] (hydrogen). The reagents and catalysts are [Ni] (Ni). Run in CO (MeOH), N.O (NH3.H2O). The product is O=C1NCCC12CCN(CC2)C(=O)OC(C)(C)C (tert-Butyl 1-oxo-2,8-diazaspiro[4.5]decane-8-carboxylate). As a reaction SMILES: [C:1]([CH2:3][C:4]1([C:17]([O:19]C)=O)[CH2:9][CH2:8][N:7]([C:10]([O:12][C:13]([CH3:16])([CH3:15])[CH3:14])=[O:11])[CH2:6][CH2:5]1)#[N:2].[H][H]>CO.N.O.[Ni]>[O:19]=[C:17]1[C:4]2([CH2:9][CH2:8][N:7]([C:10]([O:12][C:13]([CH3:16])([CH3:15])[CH3:14])=[O:11])[CH2:6][CH2:5]2)[CH2:3][CH2:1][NH:2]1 |f:3.4|. Procedure: A suspension of 1-tert-butyl 4-methyl 4-(cyanomethyl)piperidine-1,4-dicarboxylate (70.0 g, 247.9 mmol) and Raney Ni (60 g) in MeOH (1500 mL) and NH3.H2O (80 mL) was stirred at 2 MPa of hydrogen pressure at 50° C. for 18 h. The reaction mixture was filtered through a pad of CELITE® and the filtrate was concentrated under vacuum to give a crude product, which was washed with ethyl acetate (200 mL) to give the title compound. 1H-NMR (400 MHz, CDCl3) δ 6.05 (s, 1H), 4.0 (s, 2H), 3.37-3.34 (m, 2H), 3... Starting materials: CCOC(=O)C(c1ccc(NC(=O)OC(C)(C)C)cc1)N(C)C(C)C, C1COCCO1, Cl. Product: CCOC(=O)C(c1ccc(N)cc1)N(C)C(C)C. Reaction SMILES: [C:1]([O:2][C:3](=[O:4])[NH:8][c:9]1[cH:10][cH:11][c:12]([CH:15]([C:16](=[O:17])[O:18][CH2:19][CH3:20])[N:21]([CH3:22])[CH:23]([CH3:24])[CH3:25])[cH:13][cH:14]1)([CH3:5])([CH3:6])[CH3:7].[CH2:27]1[O:28][CH2:29][CH2:30][O:31][CH2:32]1.[ClH:26]>>[NH2:8][c:9]1[cH:10][cH:11][c:12]([CH:15]([C:16](=[O:17])[O:18][CH2:19][CH3:20])[N:21]([CH3:22])[CH:23]([CH3:24])[CH3:25])[cH:13][cH:14]1. The reactants are C1CCOC1, Nc1cccnc1, CC(C)(C)OC(=O)N1CCN2C(=O)OC(=O)C2C1, O. The product is CC(C)(C)OC(=O)N1CCNC(C(=O)Nc2cccnc2)C1. As a reaction SMILES: [CH2:26]1[O:27][CH2:28][CH2:29][CH2:30]1.[NH2:19][c:20]1[cH:21][n:22][cH:23][cH:24][cH:25]1.[O:1]=[C:2]1[O:3][C:4](=[O:18])[N:5]2[CH:6]1[CH2:7][N:8]([C:11](=[O:12])[O:13][C:14]([CH3:15])([CH3:16])[CH3:17])[CH2:9][CH2:10]2.[OH2:31]>>[C:2](=[O:3])([CH:6]1[NH:5][CH2:10][CH2:9][N:8]([C:11](=[O:12])[O:13][C:14]([CH3:15])([CH3:16])[CH3:17])[CH2:7]1)[NH:19][c:20]1[cH:21][n:22][cH:23][cH:24][cH:25]1.